From a dataset of the Open Reaction Database (ORD), a public repository of structured organic reaction records. describe an organic reaction: reactants, conditions, products, and yield Reactants: CCOC(=O)C(C)=O, CNN, ClC(Cl)Cl, [Mg+2], O=S(=O)([O-])[O-]. The product is CCOC(=O)C(C)=NNC. As a reaction SMILES: [C:1]([C:2](=[O:3])[CH3:4])(=[O:5])[O:6][CH2:7][CH3:8].[CH3:15][NH:16][NH2:17].[Cl:18][CH:19]([Cl:20])[Cl:21].[Mg+2:9].[O-:10][S:11]([O-:12])(=[O:13])=[O:14]>>[C:1]([C:2]([CH3:4])=[N:17][NH:16][CH3:15])(=[O:5])[O:6][CH2:7][CH3:8].